Task: describe an organic reaction: reactants, conditions, products, and yield. Dataset: the Open Reaction Database (ORD), a public repository of structured organic reaction records Reactants: COC(CCN1N=C2C=C(C=CC2=C1)NC(=O)NC1=CC=C(C=C1)OC1=CC=CC=C1)OC (1-[2-(3,3-dimethoxypropyl)-2H-indazol-6-yl]-3-(4-phenoxyphenyl)urea), Cl (HCl). The solvent is CC(=O)C (acetone). Product: O=CCCN1N=C2C=C(C=CC2=C1)NC(=O)NC1=CC=C(C=C1)OC1=CC=CC=C1 (1-[2-(3-oxopropyl)-2H-indazol-6-yl]-3-(4-phenoxyphenyl)urea). RXN SMILES: C[O:2][CH:3](OC)[CH2:4][CH2:5][N:6]1[CH:14]=[C:13]2[C:8]([CH:9]=[C:10]([NH:15][C:16]([NH:18][C:19]3[CH:24]=[CH:23][C:22]([O:25][C:26]4[CH:31]=[CH:30][CH:29]=[CH:28][CH:27]=4)=[CH:21][CH:20]=3)=[O:17])[CH:11]=[CH:12]2)=[N:7]1.Cl>CC(C)=O>[O:2]=[CH:3][CH2:4][CH2:5][N:6]1[CH:14]=[C:13]2[C:8]([CH:9]=[C:10]([NH:15][C:16]([NH:18][C:19]3[CH:24]=[CH:23][C:22]([O:25][C:26]4[CH:31]=[CH:30][CH:29]=[CH:28][CH:27]=4)=[CH:21][CH:20]=3)=[O:17])[CH:11]=[CH:12]2)=[N:7]1. Procedure: To a stirred solution of 1-[2-(3,3-dimethoxypropyl)-2H-indazol-6-yl]-3-(4-phenoxyphenyl)urea (832 mg, 1.87 mmol) in acetone (15 mL) was added 2N aqueous HCl (7.5 mL) and the reaction was heated to 50 C for 3h. The heating bath was removed and the reaction was concentrated under reduced pressure to a volume of ˜5 mL. Et2O was added to the slurry with stirring and the mixture was filtered. The solid was washed with additional Et2O (10 mL) and air-dried to give 1-[2-(3-oxopropyl)-2H-indazol-6-yl]-3... Reactants: NC=1C=CC(=C(C1)[C@]1(N=C(OCC1(F)F)N)C)F ((R)-4-(5-amino-2-fluoro-phenyl)-5,5-difluoro-4-methyl-5,6-dihydro-4H-[1,3]oxazin-2-ylamine), ClC=1N=CC(=NC1)C(=O)O (5-chloro-pyrazine-2-carboxylic acid). Product: NC=1OCC([C@@](N1)(C)C=1C=C(C=CC1F)NC(=O)C1=NC=C(N=C1)Cl)(F)F (5-Chloro-pyrazine-2-carboxylic acid [3-((R)-2-amino-5,5-difluoro-4-methyl-5,6-dihydro-4H-[1,3]oxazin-4-yl)-4-fluoro-phenyl]-amide). Procedure details: The condensation of (R)-4-(5-amino-2-fluoro-phenyl)-5,5-difluoro-4-methyl-5,6-dihydro-4H-[1,3]oxazin-2-ylamine (intermediate XI-1) and 5-chloro-pyrazine-2-carboxylic acid following procedure I yielded the title compound as a white solid. MS (ISP): m/z=400.1 [M+H]+. Reaction SMILES: [NH2:1][C:2]1[CH:3]=[CH:4][C:5]([F:18])=[C:6]([C@:8]2([CH3:17])[C:13]([F:15])([F:14])[CH2:12][O:11][C:10]([NH2:16])=[N:9]2)[CH:7]=1.[Cl:19][C:20]1[N:21]=[CH:22][C:23]([C:26](O)=[O:27])=[N:24][CH:25]=1>>[NH2:16][C:10]1[O:11][CH2:12][C:13]([F:14])([F:15])[C@:8]([C:6]2[CH:7]=[C:2]([NH:1][C:26]([C:23]3[CH:22]=[N:21][C:20]([Cl:19])=[CH:25][N:24]=3)=[O:27])[CH:3]=[CH:4][C:5]=2[F:18])([CH3:17])[N:9]=1. The reactants are Cl (Hydrochloric acid), ClC1=C(C(=O)OC)C=C(C(=N1)C1=C(C=CC(=C1)OC)F)OCC(C)C (methyl 2-chloro-6-(2-fluoro-5-methoxyphenyl)-5-isobutoxynicotinate), solution, C[O-].[Na+] (sodium methoxide). The solvent is C1CCOC1 (THF), CO (methanol). Conditions: temperature 60 celsius, time 48 hour. The product is crude product, FC1=C(C=C(C=C1)OC)C1=NC(=C(C(=O)OC)C=C1OCC(C)C)OC (methyl 6-(2-fluoro-5-methoxyphenyl)-5-isobutoxy-2-methoxynicotinate). As a reaction SMILES: Cl[C:2]1[N:11]=[C:10]([C:12]2[CH:17]=[C:16]([O:18][CH3:19])[CH:15]=[CH:14][C:13]=2[F:20])[C:9]([O:21][CH2:22][CH:23]([CH3:25])[CH3:24])=[CH:8][C:3]=1[C:4]([O:6][CH3:7])=[O:5].[CH3:26][O-:27].[Na+].Cl>C1COCC1.CO>[F:20][C:13]1[CH:14]=[CH:15][C:16]([O:18][CH3:19])=[CH:17][C:12]=1[C:10]1[C:9]([O:21][CH2:22][CH:23]([CH3:25])[CH3:24])=[CH:8][C:3]([C:4]([O:6][CH3:7])=[O:5])=[C:2]([O:27][CH3:26])[N:11]=1 |f:1.2|. Procedure details: Under a nitrogen atmosphere, to a solution of methyl 2-chloro-6-(2-fluoro-5-methoxyphenyl)-5-isobutoxynicotinate (248 mg) in THF (5.0 mL) was added a 28% solution of sodium methoxide in methanol (3.42 mL). The reaction mixture was stirred at room temperature for 1 hr and further at 60° C. for 48 hr. 6N Hydrochloric acid (0.44 mL) was added to the reaction mixture, and the resulting sodium chloride was filtered off. The solvent in the filtrate was evaporated under reduced pressure, and the residu... Reactants: CO, O=C1COC(=O)N1CCC1CCN(c2cccc(C(F)(F)F)c2)CC1, N, C1CCOC1. Product: NC(=O)COC(=O)NCCC1CCN(c2cccc(C(F)(F)F)c2)CC1. Reaction SMILES: [CH3:32][OH:33].[F:2][C:3]([c:4]1[cH:5][c:6]([N:10]2[CH2:11][CH2:12][CH:13]([CH2:16][CH2:17][N:18]3[C:19](=[O:24])[O:20][CH2:21][C:22]3=[O:23])[CH2:14][CH2:15]2)[cH:7][cH:8][cH:9]1)([F:25])[F:26].[NH3:1].[O:27]1[CH2:28][CH2:29][CH2:30][CH2:31]1>>[NH2:1][C:22]([CH2:21][O:20][C:19]([NH:18][CH2:17][CH2:16][CH:13]1[CH2:12][CH2:11][N:10]([c:6]2[cH:5][c:4]([C:3]([F:2])([F:25])[F:26])[cH:9][cH:8][cH:7]2)[CH2:15][CH2:14]1)=[O:24])=[O:23].